This data is from the Open Reaction Database (ORD), a public repository of structured organic reaction records. The task is: describe an organic reaction: reactants, conditions, products, and yield Starting materials: O=C([O-])[O-], COC(=O)c1cc(B2OC(C)(C)C(C)(C)O2)c(C)cc1OC, [Cs+], [Cs+], CNC(=O)c1c(-c2ccc(F)cc2)oc2ccc(OS(=O)(=O)C(F)(F)F)cc12, C1COCCO1, O, O. The product is CNC(=O)c1c(-c2ccc(F)cc2)oc2ccc(-c3cc(C(=O)OC)c(OC)cc3C)cc12. RXN SMILES: [C:51](=[O:52])([O-:53])[O-:54].[CH3:1][O:2][C:3]([c:4]1[c:5]([O:20][CH3:21])[cH:6][c:7]([CH3:19])[c:8]([B:10]2[O:11][C:12]([CH3:13])([CH3:14])[C:15]([CH3:16])([CH3:17])[O:18]2)[cH:9]1)=[O:22].[Cs+:55].[Cs+:56].[F:23][C:24]([F:25])([F:26])[S:27]([O:28][c:29]1[cH:30][cH:31][c:32]2[c:33]([c:34]([C:44]([NH:45][CH3:46])=[O:47])[c:35](-[c:37]3[cH:38][cH:39][c:40]([F:43])[cH:41][cH:42]3)[o:36]2)[cH:48]1)(=[O:49])=[O:50].[O:58]1[CH2:59][CH2:60][O:61][CH2:62][CH2:63]1.[OH2:57].[OH2:64]>>[CH3:1][O:2][C:3]([c:4]1[c:5]([O:20][CH3:21])[cH:6][c:7]([CH3:19])[c:8](-[c:29]2[cH:30][cH:31][c:32]3[c:33]([c:34]([C:44]([NH:45][CH3:46])=[O:47])[c:35](-[c:37]4[cH:38][cH:39][c:40]([F:43])[cH:41][cH:42]4)[o:36]3)[cH:48]2)[cH:9]1)=[O:22]. Run at time 4 day. Reactants: ice, C(C)OC(=O)C=1C(=NN(C1)CC)NS(=O)(=O)C1=CC=C(C=C1)OCC=1N=C(OC1C)C1=CC=CC=C1 (1-Ethyl-3-[4-(5-methyl-2-phenyl-oxazol-4-ylmethoxy)-benzenesulfonylamino]-1H-pyrazole-4-carboxylic acid ethyl ester), C(C)OC(=O)C=1C(=NN(C1)CC)NS(=O)(=O)C1=CC=C(C=C1)OCC=1N=C(OC1C)C1=CC=CC=C1 (1-ethyl-3-{4-[5-methyl-2-phenyl-oxazol-4-ylmethoxy]-benzenesulfonylamino}-1H-pyrazole-4-carboxylic acid ethyl ester), [OH-].[Na+] (sodium hydroxide). The product is C(C)N1N=C(C(=C1)C(=O)O)NS(=O)(=O)C1=CC=C(C=C1)OCC=1N=C(OC1C)C1=CC=CC=C1 (1-ethyl-3-{4-[5-methyl-2-phenyl-oxazol-4-ylmethoxy]-benzenesulfonylamino}-1H-pyrazole-4-carboxylic acid). Reaction SMILES: C([O:3][C:4]([C:6]1[C:7]([NH:13][S:14]([C:17]2[CH:22]=[CH:21][C:20]([O:23][CH2:24][C:25]3[N:26]=[C:27]([C:31]4[CH:36]=[CH:35][CH:34]=[CH:33][CH:32]=4)[O:28][C:29]=3[CH3:30])=[CH:19][CH:18]=2)(=[O:16])=[O:15])=[N:8][N:9]([CH2:11][CH3:12])[CH:10]=1)=[O:5])C.[OH-].[Na+]>O1CCOCC1>[CH2:11]([N:9]1[CH:10]=[C:6]([C:4]([OH:5])=[O:3])[C:7]([NH:13][S:14]([C:17]2[CH:18]=[CH:19][C:20]([O:23][CH2:24][C:25]3[N:26]=[C:27]([C:31]4[CH:36]=[CH:35][CH:34]=[CH:33][CH:32]=4)[O:28][C:29]=3[CH3:30])=[CH:21][CH:22]=2)(=[O:16])=[O:15])=[N:8]1)[CH3:12] |f:1.2|. Solvent: O1CCOCC1 (dioxane). Procedure details: To a solution of the title compound of Example 2, 1-ethyl-3-{4-[5-methyl-2-phenyl-oxazol-4-ylmethoxy]-benzenesulfonylamino}-1H-pyrazole-4-carboxylic acid ethyl ester (0.09 g, 0.18 mmol) in dioxane (4 mL) is added 2N sodium hydroxide (4 mL) at RT. The reaction mixture is stirred for 4 days. The reaction mixture is acidified with ice-cold 2 N hydrochloric acid (HCl) and placed in an ice bath for 1 h. The solid formed is separated, washed with water and dried under vacuum. The product, 1-ethyl-3-{4... Starting materials: N(N)C=1C=NC=CC1C (3-hydrazino-4-methylpyridine), C(C1=CC=CC=C1)(=O)C(CC(=O)OC)C(C)=O (methyl 3-benzoyl-4-oxopentanoate). Solvent: C(C)O (ethanol). Yields the product CC1=NN(C(=C1CC(=O)OC)C1=CC=CC=C1)C=1C=NC=CC1C (Methyl [3-methyl-1-(4-methylpyridin-3-yl)-5-phenyl-1H-pyrazol-4-yl]acetate). As a reaction SMILES: [NH:1]([C:3]1[CH:4]=[N:5][CH:6]=[CH:7][C:8]=1[CH3:9])[NH2:2].[C:10]([CH:18]([C:24](=O)[CH3:25])[CH2:19][C:20]([O:22][CH3:23])=[O:21])(=O)[C:11]1[CH:16]=[CH:15][CH:14]=[CH:13][CH:12]=1>C(O)C>[CH3:25][C:24]1[C:18]([CH2:19][C:20]([O:22][CH3:23])=[O:21])=[C:10]([C:11]2[CH:16]=[CH:15][CH:14]=[CH:13][CH:12]=2)[N:1]([C:3]2[CH:4]=[N:5][CH:6]=[CH:7][C:8]=2[CH3:9])[N:2]=1. Procedure: 0.315 g (2.049 mmol) of 3-hydrazino-4-methylpyridine in 5.00 ml of ethanol was added to 0.400 g (1.708 mmol) of methyl 3-benzoyl-4-oxopentanoate, and the mixture was stirred under reflux for 8 h. The solvent was removed under reduced pressure giving, after chromatography of the residue, 0.305 g (47% of theory) of a reddish wax-like solid. 1H-NMR (CDCl3): see Table 2.